The task is: describe an organic reaction: reactants, conditions, products, and yield. This data is from the Open Reaction Database (ORD), a public repository of structured organic reaction records. Starting materials: CC(=O)Oc1ccccc1C(=O)Nc1ccc(Oc2ccc(Cl)cc2C)nc1, [Li+], C1CCOC1, [OH-]. Product: Cc1cc(Cl)ccc1Oc1ccc(NC(=O)c2ccccc2O)cn1. As a reaction SMILES: [Cl:1][c:2]1[cH:3][c:4]([CH3:28])[c:5]([O:6][c:7]2[cH:8][cH:9][c:10]([NH:13][C:14](=[O:15])[c:16]3[c:17]([O:22][C:23](=[O:24])[CH3:25])[cH:18][cH:19][cH:20][cH:21]3)[cH:11][n:12]2)[cH:26][cH:27]1.[Li+:29].[O:31]1[CH2:32][CH2:33][CH2:34][CH2:35]1.[OH-:30]>>[Cl:1][c:2]1[cH:3][c:4]([CH3:28])[c:5]([O:6][c:7]2[cH:8][cH:9][c:10]([NH:13][C:14](=[O:15])[c:16]3[c:17]([OH:22])[cH:18][cH:19][cH:20][cH:21]3)[cH:11][n:12]2)[cH:26][cH:27]1. Reactants: C(=C)C1=CC=C(COC=2C=C(CO)C=C(C2)OCC2=CC=C(C=C2)C=C)C=C1 (3,5-di(4-vinylbenzyloxy)benzylalcohol), [H-].[H-].[H-].[H-].[Li+].[Al+3] (LiAlH4), C(=C)C1=CC=C(COC=2C=C(C(=O)[O-])C=C(C2)OCC2=CC=C(C=C2)C=C)C=C1 (3,5-di(4-vinylbenzyloxy)benzoate), C1=CC=C(C=C1)P(C2=CC=CC=C2)C3=CC=CC=C3 (PPh3), C(Br)(Br)(Br)Br (CBr4), [OH-].[Na+] (NaOH), resultant mixture, resultant solution, C(=C)C1=CC=C(COC=2C=C(CO)C=C(C2)OCC2=CC=C(C=C2)C=C)C=C1 (3,5-di(4-vinylbenzyloxy)benzylalcohol). Solvent: CCCCCC (hexane), C1CCOC1 (THF), C1CCOC1 (THF), CCCCCC.CC(=O)C (hexane acetone), C(C)OCC (diethylether), O (water), O (water), O (water), C1CCOC1 (THF). Yields the product C(=C)C1=CC=C(COC=2C=C(CBr)C=C(C2)OCC2=CC=C(C=C2)C=C)C=C1 (3,5 Di(4-vinyl benzyloxy)benzylbromide). Reaction SMILES: [H-].[H-].[H-].[H-].[Li+].[Al+3].[CH:7]([C:9]1[CH:35]=[CH:34][C:12]([CH2:13][O:14][C:15]2[CH:16]=[C:17]([CH:21]=[C:22]([O:24][CH2:25][C:26]3[CH:31]=[CH:30][C:29]([CH:32]=[CH2:33])=[CH:28][CH:27]=3)[CH:23]=2)[C:18]([O-])=O)=[CH:11][CH:10]=1)=[CH2:8].[OH-].[Na+].C(C1C=CC(COC2C=C(C=C(OCC3C=CC(C=C)=CC=3)C=2)CO)=CC=1)=C.C1C=CC(P(C2C=CC=CC=2)C2C=CC=CC=2)=CC=1.C(Br)(Br)(Br)[Br:86]>C1COCC1.CCCCCC.CC(C)=O.C(OCC)C.O.CCCCCC>[CH:7]([C:9]1[CH:35]=[CH:34][C:12]([CH2:13][O:14][C:15]2[CH:16]=[C:17]([CH:21]=[C:22]([O:24][CH2:25][C:26]3[CH:31]=[CH:30][C:29]([CH:32]=[CH2:33])=[CH:28][CH:27]=3)[CH:23]=2)[CH2:18][Br:86])=[CH:11][CH:10]=1)=[CH2:8] |f:0.1.2.3.4.5,7.8,13.14|. Procedure details: A 1 L flask is charged with 10.0 g (268.6 mmol, 2.3 eq) of LiAlH4 in THF (250 ml) under an argon atmosphere. The resultant solution is cooled with an ice bath and 46.9 g (116.9 mmol) of ester (2A) in THF (250 ml) is added dropwise with stirring and the mixture, stirred over a 2 hour period. Thereafter water (10 ml) and 15% NaOH (10 ml) and finally water (24 ml) is added to the mixture. The grey precipitate is filtered and the filtrate is washed with diethylether. Thereafter water (500 ml) is add... Reactants: C=O (formalin), CC=1OC=CC1 (methylfuran), CS(=O)(=O)NC1=CC=C(C(=O)C2CCNCC2)C=C1 (4-(4-methylsulfonylaminobenzoyl)piperidine), [OH-].[Na+] (sodium hydroxide). Solvent: O (water), C(C)(=O)O (acetic acid). Conditions: temperature 90 celsius, time 2 hour. Yields the product CC1=CC=C(O1)CN1CCC(CC1)C(C1=CC=C(C=C1)NS(=O)(=O)C)=O (1-(5-Methyl-2-furanyl)methyl-4-(4-methylsulfonylaminobenzoyl)piperidine). The yield is 70.0%. As a reaction SMILES: [CH2:1]=O.[CH3:3][C:4]1[O:5][CH:6]=[CH:7][CH:8]=1.[CH3:9][S:10]([NH:13][C:14]1[CH:27]=[CH:26][C:17]([C:18]([CH:20]2[CH2:25][CH2:24][NH:23][CH2:22][CH2:21]2)=[O:19])=[CH:16][CH:15]=1)(=[O:12])=[O:11].[OH-].[Na+]>O.C(O)(=O)C>[CH3:1][C:6]1[O:5][C:4]([CH2:3][N:23]2[CH2:24][CH2:25][CH:20]([C:18](=[O:19])[C:17]3[CH:16]=[CH:15][C:14]([NH:13][S:10]([CH3:9])(=[O:11])=[O:12])=[CH:27][CH:26]=3)[CH2:21][CH2:22]2)=[CH:8][CH:7]=1 |f:3.4|. Procedure: 1.88 ml of formalin and 1.07 g of methylfuran were added to a mixture of 4.43 g (15.7 mmol) of 4-(4-methylsulfonylaminobenzoyl)piperidine in free form obtained in Example 17, 1.57 ml of glacial acetic acid and 10 ml of water and the obtained mixture was stirred at 90° C. for 2 h. After cooling, the mixture was neutralized with a 20% aqueous sodium hydroxide solution and extracted with dichloromethane. The organic layer was washed with water and a saturated aqueous common salt solution, dried ove... The reactants are CC(C)(C)OC(=O)N1CCN(Cc2ccc(F)cc2)C(=O)C1, ClCCl, O=C(O)C(F)(F)F. Product: O=C([O-])C(F)(F)F, O=C1C[NH2+]CCN1Cc1ccc(F)cc1. As a reaction SMILES: [C:1]([O:2][C:3](=[O:4])[N:8]1[CH2:9][C:10](=[O:22])[N:11]([CH2:14][c:15]2[cH:16][cH:17][c:18]([F:21])[cH:19][cH:20]2)[CH2:12][CH2:13]1)([CH3:5])([CH3:6])[CH3:7].[Cl:30][CH2:31][Cl:32].[F:23][C:24]([C:25](=[O:26])[OH:27])([F:28])[F:29]>>[F:23][C:24]([C:25](=[O:26])[O-:27])([F:28])[F:29].[NH2+:8]1[CH2:9][C:10](=[O:22])[N:11]([CH2:14][c:15]2[cH:16][cH:17][c:18]([F:21])[cH:19][cH:20]2)[CH2:12][CH2:13]1. Reactants: C1CCOC1, CC(C)c1cccc(C(C)C)c1-n1cc[n+](-c2c(C(C)C)cccc2C(C)C)c1, [Cl-], Cc1cc(I)ccc1Cl, [H-], N#CCC#N, [Na+], O=C(C=Cc1ccccc1)C=Cc1ccccc1, O=C(C=Cc1ccccc1)C=Cc1ccccc1, O=C(C=Cc1ccccc1)C=Cc1ccccc1, [Pd], [Pd]. The product is Cc1cc(C(C#N)C#N)ccc1Cl. RXN SMILES: [CH2:47]1[O:48][CH2:49][CH2:50][CH2:51]1.[CH:9]([c:10]1[cH:11][cH:12][cH:13][c:14]([CH:15]([CH3:16])[CH3:17])[c:18]1-[n+:19]1[cH:20][cH:21][n:22](-[c:23]2[c:24]([CH:25]([CH3:26])[CH3:27])[cH:28][cH:29][cH:30][c:31]2[CH:32]([CH3:33])[CH3:34])[cH:35]1)([CH3:36])[CH3:37].[Cl-:8].[Cl:38][c:39]1[c:40]([CH3:46])[cH:41][c:42]([I:45])[cH:43][cH:44]1.[H-:7].[N:1]#[C:2][CH2:3][C:4]#[N:5].[Na+:6].[O:54]=[C:55]([CH:56]=[CH:57][c:58]1[cH:59][cH:60][cH:61][cH:62][cH:63]1)[CH:64]=[CH:65][c:66]1[cH:67][cH:68][cH:69][cH:70][cH:71]1.[O:72]=[C:73]([CH:74]=[CH:75][c:76]1[cH:77][cH:78][cH:79][cH:80][cH:81]1)[CH:82]=[CH:83][c:84]1[cH:85][cH:86][cH:87][cH:88][cH:89]1.[O:90]=[C:91]([CH:92]=[CH:93][c:94]1[cH:95][cH:96][cH:97][cH:98][cH:99]1)[CH:100]=[CH:101][c:102]1[cH:103][cH:104][cH:105][cH:106][cH:107]1.[Pd:52].[Pd:53]>>[N:1]#[C:2][CH:3]([C:4]#[N:5])[c:42]1[cH:41][c:40]([CH3:46])[c:39]([Cl:38])[cH:44][cH:43]1. Starting materials: CC(=O)O[BH-](OC(C)=O)OC(C)=O, CN(C)C=O, c1ccc(C(c2ccccc2)C2CNCC3CCCN32)cc1, COc1cccc(Cl)c1C=O, Cl, Cl, [Na+]. Yields the product COc1cccc(Cl)c1CN1CC2CCCN2C(C(c2ccccc2)c2ccccc2)C1. As a reaction SMILES: [C:1]([O:2][BH-:3]([O:4][C:5](=[O:6])[CH3:7])[O:8][C:9](=[O:10])[CH3:11])(=[O:12])[CH3:13].[CH3:50][N:51]([CH3:52])[CH:53]=[O:54].[CH:28]([c:29]1[cH:30][cH:31][cH:32][cH:33][cH:34]1)([c:35]1[cH:36][cH:37][cH:38][cH:39][cH:40]1)[CH:41]1[CH2:42][NH:43][CH2:44][CH:45]2[N:46]1[CH2:47][CH2:48][CH2:49]2.[Cl:15][c:16]1[c:17]([CH:18]=[O:19])[c:20]([O:24][CH3:25])[cH:21][cH:22][cH:23]1.[ClH:26].[ClH:27].[Na+:14]>>[Cl:15][c:16]1[c:17]([CH2:18][N:43]2[CH2:42][CH:41]([CH:28]([c:29]3[cH:30][cH:31][cH:32][cH:33][cH:34]3)[c:35]3[cH:36][cH:37][cH:38][cH:39][cH:40]3)[N:46]3[CH:45]([CH2:44]2)[CH2:49][CH2:48][CH2:47]3)[c:20]([O:24][CH3:25])[cH:21][cH:22][cH:23]1. Starting materials: aqueous solution, S(O)(O)(=O)=O (sulfuric acid), [As] (arsenic), solution, C(CCCCC)C1=C(C(O)=CC=C1)O (n-hexylpyrocatechol). The reagents and catalysts are [Cu] (copper). Product: C=CCCCC (1-hexene), C=1(O)C(O)=CC=CC1 (pyrocatechol). Reaction SMILES: S(=O)(=O)(O)O.[As].[CH2:7]([C:13]1[CH:19]=[CH:18][CH:17]=[C:15]([OH:16])[C:14]=1[OH:20])[CH2:8][CH2:9][CH2:10][CH2:11]C>[Cu]>[CH2:13]=[CH:7][CH2:8][CH2:9][CH2:10][CH3:11].[C:15]1([C:14](=[CH:13][CH:19]=[CH:18][CH:17]=1)[OH:20])[OH:16]. Procedure: 100 ml of an aqueous solution containing sulfuric acid (200 g/l), copper (45 g/l) and arsenic (5.9 g/l) were poured into a 250 ml separatory funnel. Then a 0.3M solution of n-hexylpyrocatechol (100 ml), (a mixture of the two position isomers obtained from the reaction of 1-hexene with excess of pyrocatechol), was added into ESCAID 100; the mixture was strongly stirred for 10' and made then to settle for 30'.